From a dataset of the Open Reaction Database (ORD), a public repository of structured organic reaction records. describe an organic reaction: reactants, conditions, products, and yield Reactants: COC(COC1=CC=C(C=C1)CN1C=CC2=CC(=CC=C12)N)=O ([4-(5-amino-indol-1-ylmethyl)-phenoxy]-acetic acid methyl ester), COC(COC1=CC=C(C=C1)CN1C=CC2=CC(=CC=C12)NS(=O)(=O)C1=CC=C(C=C1)C1=CC=CC=C1)=O ({4-[5-(biphenyl-4-sulfonylamino)-indol-1-ylmethyl]-phenoxy}-acetic acid methyl ester). Yields the product COC(COC1=CC=C(C=C1)CN1C=CC2=CC(=CC=C12)NS(=O)(=O)C1=CC=C(C=C1)C1=CC=CC=C1)=O ({4-[5-(Biphenyl-4-sulfonylamino)-indol-1-ylmethyl]-phenoxy}-acetic acid methyl ester), C1(=CC=C(C=C1)S(=O)(=O)NC=1C=C2C=CN(C2=CC1)CC1=CC=C(OCC(=O)O)C=C1)C1=CC=CC=C1 ([4-({5-[(1,1′-Biphenyl-4-ylsulfonyl)amino]-1H-indol-1-yl}methyl)phenoxy]acetic acid). As a reaction SMILES: COC(=O)COC1C=CC(CN2C3C(=CC(N)=CC=3)C=C2)=CC=1.[CH3:24][O:25][C:26](=[O:61])[CH2:27][O:28][C:29]1[CH:34]=[CH:33][C:32]([CH2:35][N:36]2[C:44]3[C:39](=[CH:40][C:41]([NH:45][S:46]([C:49]4[CH:54]=[CH:53][C:52]([C:55]5[CH:60]=[CH:59][CH:58]=[CH:57][CH:56]=5)=[CH:51][CH:50]=4)(=[O:48])=[O:47])=[CH:42][CH:43]=3)[CH:38]=[CH:37]2)=[CH:31][CH:30]=1>>[CH3:24][O:25][C:26](=[O:61])[CH2:27][O:28][C:29]1[CH:34]=[CH:33][C:32]([CH2:35][N:36]2[C:44]3[C:39](=[CH:40][C:41]([NH:45][S:46]([C:49]4[CH:54]=[CH:53][C:52]([C:55]5[CH:56]=[CH:57][CH:58]=[CH:59][CH:60]=5)=[CH:51][CH:50]=4)(=[O:48])=[O:47])=[CH:42][CH:43]=3)[CH:38]=[CH:37]2)=[CH:31][CH:30]=1.[C:52]1([C:55]2[CH:56]=[CH:57][CH:58]=[CH:59][CH:60]=2)[CH:51]=[CH:50][C:49]([S:46]([NH:45][C:41]2[CH:40]=[C:39]3[C:44](=[CH:43][CH:42]=2)[N:36]([CH2:35][C:32]2[CH:33]=[CH:34][C:29]([O:28][CH2:27][C:26]([OH:61])=[O:25])=[CH:30][CH:31]=2)[CH:37]=[CH:38]3)(=[O:48])=[O:47])=[CH:54][CH:53]=1. Procedure: {4-[5-(Biphenyl-4-sulfonylamino)-indol-1-ylmethyl]-phenoxy}-acetic acid methyl ester was prepared from [4-(5-amino-indol-1-ylmethyl)-phenoxy]-acetic acid methyl ester following the procedure of Example 2 Step 1. The title compound was prepared from {4-[5-(biphenyl-4-sulfonylamino)-indol-1-ylmethyl]-phenoxy}-acetic acid methyl ester following the procedure of Example 2 Step 3: MS (ESI) m/z 513, MS (ESI) m/z 511. Reactants: ClC=1C=C(C#N)C=C(C1)OC (3-Chloro-5-(methyloxy)benzonitrile), Cl (HCl). Run in N1=C(C=C(C=C1C)C)C (2,4,6-collidine). Run at temperature 185 celsius. Yields the product ClC=1C=C(C#N)C=C(C1)O (3-chloro-5-hydroxybenzonitrile). The yield is 76.2%. RXN SMILES: [Cl:1][C:2]1[CH:3]=[C:4]([CH:7]=[C:8]([O:10]C)[CH:9]=1)[C:5]#[N:6].Cl>N1C(C)=CC(C)=CC=1C>[Cl:1][C:2]1[CH:3]=[C:4]([CH:7]=[C:8]([OH:10])[CH:9]=1)[C:5]#[N:6]. Procedure: 3-Chloro-5-(methyloxy)benzonitrile (46.48 g, 277 mmol) and anhydrous Lil (60.77 g, 454.4 mmol) were suspended in anhydrous 2,4,6-collidine (200 mL) under nitrogen and heated to 185° C. for 8 h. The reaction mixture was cooled to RT and solidified upon standing. The solid was broken-up and added to a mixture of 10% HCl and ice. The solution was extracted with EtOAc (3×200 mL), dried over MgSO4 and evaporated. The solid was triturated in hexanes and EtOAc to afford an off-white solid and a second ... Conditions: time 3 day. Reported procedure: [R-(R*, R*)]-α-(1-Formyl-2-hydroxyethoxy)-1,6-dihydro-6-oxo-9H-purine-9-acetaldehyde, (inosinedialdehyde), (1.33 g) was dissolved in a mixture of methanol (300 ml) and water (300 ml). To the solution was added guanine (0.76 g). The mixture was stirred at ambient temperature for three days and filtered. The filtrate was evaporated in vacuo at 35° C. The residue was triturated with acetone to give 9-[(2R, 6R)-3,5-dihydroxy-6-hydroxymethyl-4-(2-hypoxanthinyl)morpholin-2-yl]hypoxanthine (2.20 g). Product: OC1N(C([C@H](O[C@H]1N1C=2N=CNC(C2N=C1)=O)CO)O)C=1NC(C=2NC=NC2N1)=O (9-[(2R, 6R)-3,5-dihydroxy-6-hydroxymethyl-4-(2-hypoxanthinyl)morpholin-2-yl]hypoxanthine). The solvent is CO (methanol), O (water). The yield is 105.5%. As a reaction SMILES: [CH:1]([CH:3]([O:6][CH:7]([N:10]1[CH:18]=[N:17][C:16]2[C:15](=[O:19])[NH:14][CH:13]=[N:12][C:11]1=2)[CH:8]=[O:9])[CH2:4][OH:5])=[O:2].[NH:20]1[C:29](=[O:30])[C:28]2[NH:27][CH:26]=[N:25][C:24]=2[N:23]=[C:21]1[NH2:22]>CO.O>[OH:9][CH:8]1[C@H:7]([N:10]2[CH:18]=[N:17][C:16]3[C:15](=[O:19])[NH:14][CH:13]=[N:12][C:11]2=3)[O:6][C@H:3]([CH2:4][OH:5])[CH:1]([OH:2])[N:22]1[C:21]1[NH:20][C:29](=[O:30])[C:28]2[NH:27][CH:26]=[N:25][C:24]=2[N:23]=1. Starting materials: C(=O)C(CO)OC(C=O)N1C=2N=CNC(C2N=C1)=O (α-(1-Formyl-2-hydroxyethoxy)-1,6-dihydro-6-oxo-9H-purine-9-acetaldehyde), N1C(N)=NC=2N=CNC2C1=O (guanine). Reaction SMILES: [C:1]1([NH:11][C:12]([N:14]2[CH2:19][CH2:18][NH:17][C@H:16]([C@@H:20]([NH:22][C:23]3[N:28]=[C:27]([N:29]4[C:33]5[CH:34]=[CH:35][CH:36]=[CH:37][C:32]=5[N:31]=[CH:30]4)[CH:26]=[CH:25][N:24]=3)[CH3:21])[CH2:15]2)=[O:13])[C:10]2[C:5](=[CH:6][CH:7]=[CH:8][CH:9]=2)[CH:4]=[CH:3][CH:2]=1.[N:38]1[CH:43]=[CH:42][CH:41]=[CH:40][C:39]=1[CH:44]=O.C([BH3-])#N.[Na+]>>[CH3:21][C@@H:20]1[N:22]([C:23]2[N:28]=[C:27]([N:29]3[C:33]4[CH:34]=[CH:35][CH:36]=[CH:37][C:32]=4[N:31]=[CH:30]3)[CH:26]=[CH:25][N:24]=2)[CH:44]([C:39]2[CH:40]=[CH:41][CH:42]=[CH:43][N:38]=2)[N:17]2[C@H:16]1[CH2:15][N:14]([C:12](=[O:13])[NH:11][C:1]1[C:10]3[C:5](=[CH:6][CH:7]=[CH:8][CH:9]=3)[CH:4]=[CH:3][CH:2]=1)[CH2:19][CH2:18]2 |f:2.3|. Reported procedure: The title compound was prepared from 2-[1-(4-(N-naphth-1-yl-carbamoyl)-piperazin-2-yl)-ethylamino]-4-[benzimidazol-1-yl]pyrimidine (EXAMPLE 36, Step C; 18.8 mg), 2-pyridinecarboxaldehyde (24.5 mg), and sodium cyanoborohydride (4.8 mg) according to the procedure described in Example 14, Step G. Mass spectrum (ESI) 582.2 (M+1). The reactants are C1(=CC=CC2=CC=CC=C12)NC(=O)N1C[C@H](NCC1)[C@H](C)NC1=NC=CC(=N1)N1C=NC2=C1C=CC=C2 ((S,S)-2-[1-(4-(N-Naphth-1-yl-carbamoyl)piperazine-2-yl)ethylamino]-4-[benzimidazol 1-yl ]pyrimidine), N1=C(C=CC=C1)C=O (2-pyridinecarboxaldehyde), C(#N)[BH3-].[Na+] (sodium cyanoborohydride). The product is C[C@H]1[C@@H]2CN(CCN2C(N1C1=NC=CC(=N1)N1C=NC2=C1C=CC=C2)C2=NC=CC=C2)C(NC2=CC=CC1=CC=CC=C21)=O ((S,S)-2-[7-methyl-4-(N-naphth-1-yl-carbamoyl)-9-(pyridin-2-yl)-1,4,8-triazabicyclo[4,3,0]nonan-8-yl]-4-[benzimidazol-1-yl]-pyrimidine). The reactants are COC(=O)C(Cc1ccc(OCCOc2ccc3c(c2)CCCC3)cc1)C(=O)O, CCOC(C)=O, N, O=S(Cl)Cl, c1ccccc1. The product is COC(=O)C(Cc1ccc(OCCOc2ccc3c(c2)CCCC3)cc1)C(N)=O. Reaction SMILES: [CH3:1][O:2][C:3](=[O:4])[CH:5]([C:6](=[O:7])[OH:8])[CH2:9][c:10]1[cH:11][cH:12][c:13]([O:16][CH2:17][CH2:18][O:19][c:20]2[cH:21][c:22]3[c:27]([cH:28][cH:29]2)[CH2:26][CH2:25][CH2:24][CH2:23]3)[cH:14][cH:15]1.[CH3:41][CH2:42][O:43][C:44](=[O:45])[CH3:46].[NH3:34].[S:30]([Cl:31])([Cl:32])=[O:33].[cH:35]1[cH:36][cH:37][cH:38][cH:39][cH:40]1>>[CH3:1][O:2][C:3](=[O:4])[CH:5]([C:6](=[O:7])[NH2:34])[CH2:9][c:10]1[cH:11][cH:12][c:13]([O:16][CH2:17][CH2:18][O:19][c:20]2[cH:21][c:22]3[c:27]([cH:28][cH:29]2)[CH2:26][CH2:25][CH2:24][CH2:23]3)[cH:14][cH:15]1. Starting materials: N(=[N+]=[N-])C1C(N(CCCCC1)CC(=O)OC(C)(C)C)=O (3-azido-1-t-butoxycarbonylmethylperhydroazocin-2-one), [H][H] (hydrogen). The reagents and catalysts are [Pd] (palladium on charcoal). Solvent: C(C)O (ethanol). Yields the product NC1C(N(CCCCC1)CC(=O)OC(C)(C)C)=O (3-amino-1-t-butoxycarbonylmethylperhydroazocin-2-one). RXN SMILES: [N:1]([CH:4]1[CH2:11][CH2:10][CH2:9][CH2:8][CH2:7][N:6]([CH2:12][C:13]([O:15][C:16]([CH3:19])([CH3:18])[CH3:17])=[O:14])[C:5]1=[O:20])=[N+]=[N-].[H][H]>[Pd].C(O)C>[NH2:1][CH:4]1[CH2:11][CH2:10][CH2:9][CH2:8][CH2:7][N:6]([CH2:12][C:13]([O:15][C:16]([CH3:18])([CH3:17])[CH3:19])=[O:14])[C:5]1=[O:20]. Procedure: Dissolve 9.5 g. 3-azido-1-t-butoxycarbonylmethylperhydroazocin-2-one in 85 ml. ethanol. Hydrogenate at 40 psi hydrogen pressure at room temperature using 1.0 g. 10% palladium on charcoal as catalyst. Filter the reaction and concentrate the filtrate to obtain 3-amino-1-t-butoxycarbonylmethylperhydroazocin-2-one. Starting materials: BrC=1C=C(C=NC1Cl)C(=O)O (5-bromo-6-chloro-3-pyridinecarboxylic acid), NCC(CO)CC (2-(aminomethyl)-1-butanol), OCC1CC1 (hydroxymethyl-cyclopropan), FC(OC1=CC=C(C=C1)B(O)O)(F)F (4-trifluoromethoxy-phenylboronic acid). The product is C1(CC1)COC1=NC=C(C(=O)NCC(CC)CO)C=C1C1=CC=C(C=C1)OC(F)(F)F ((RS)-6-cyclopropylmethoxy-N-(2-hydroxymethyl-butyl)-5-(4-trifluoromethoxy-phenyl)-nicotinamide). As a reaction SMILES: Br[C:2]1[CH:3]=[C:4]([C:9]([OH:11])=O)[CH:5]=[N:6][C:7]=1Cl.[OH:12][CH2:13][CH:14]1[CH2:16][CH2:15]1.[F:17][C:18]([F:30])([F:29])[O:19][C:20]1[CH:25]=[CH:24][C:23](B(O)O)=[CH:22][CH:21]=1.[NH2:31][CH2:32][CH:33]([CH2:36][CH3:37])[CH2:34][OH:35]>>[CH:14]1([CH2:13][O:12][C:7]2[C:2]([C:23]3[CH:24]=[CH:25][C:20]([O:19][C:18]([F:30])([F:29])[F:17])=[CH:21][CH:22]=3)=[CH:3][C:4]([C:9]([NH:31][CH2:32][CH:33]([CH2:34][OH:35])[CH2:36][CH3:37])=[O:11])=[CH:5][N:6]=2)[CH2:16][CH2:15]1. Procedure details: The title compound was synthesized in analogy to Example 75, using 5-bromo-6-chloro-3-pyridinecarboxylic acid, hydroxymethyl-cyclopropan, 4-trifluoromethoxy-phenylboronic acid and 2-(aminomethyl)-1-butanol as starting materials to yield (RS)-6-cyclopropylmethoxy-N-(2-hydroxymethyl-butyl)-5-(4-trifluoromethoxy-phenyl)-nicotinamide. M0S (ISP) 439.0 (M+H)+ Starting materials: [I-].CC=1OC2=C([N+]1C)C=CC=C2 (2,3-dimethylbenzoxazolium iodide), C1(=CC=CC=C1)NC=NC1=CC=CC=C1 (N,N'-diphenylformamidine), C(C)(=O)OC(C)=O (acetic anhydride). Solvent: CC(=O)C (acetone). Yields the product [I-].C[N+]1=C(OC2=C1C=CC=C2)C=CN(C2=CC=CC=C2)C(C)=O (3-methyl-2-(N-acetylanilinovinyl)benzoxazolium iodide). Reaction SMILES: [I-:1].[CH3:2][C:3]1[O:4][C:5]2[CH:12]=[CH:11][CH:10]=[CH:9][C:6]=2[N+:7]=1[CH3:8].[C:13]1([NH:19][CH:20]=NC2C=CC=CC=2)[CH:18]=[CH:17][CH:16]=[CH:15][CH:14]=1.C(O[C:32](=[O:34])[CH3:33])(=O)C>CC(C)=O>[I-:1].[CH3:8][N+:7]1[C:6]2[CH:9]=[CH:10][CH:11]=[CH:12][C:5]=2[O:4][C:3]=1[CH:2]=[CH:20][N:19]([C:32](=[O:34])[CH3:33])[C:13]1[CH:18]=[CH:17][CH:16]=[CH:15][CH:14]=1 |f:0.1,5.6|. Procedure details: A mixture of 27.7 g (0.1 mole) of 2,3-dimethylbenzoxazolium iodide, 21.6 g (0.11 mole) of N,N'-diphenylformamidine, and 100 ml of acetic anhydride was made and was then refluxed. After cooling the mixture refluxed, 300 ml of acetone were added and were then filtrated to take crystals. The resulted crystals were washed with acetone, so that the objective matter was obtained. The yield thereof was 26.0 g (62%). Starting materials: C(C)(C)N(C(C1=CC(=C(C=C1)C=O)OC)=O)C1CCCCC1 (4-formyl-3-methoxybenzoic acid N-isopropyl-N-cyclohexyl amide), COC=1C=C(C=C(C1OC)OC)Br (3,4,5-trimethoxybromobenzene), [Li]CCCC (n-BuLi), OS(=O)(=O)[O-].[K+] (KHSO4). Run in C1CCOC1 (THF), C(C)OCC (ethyl ether), C1CCOC1 (THF). Run at temperature -8 celsius, time 10 minute. Product: C1(CCCCC1)N(C(C1=CC(=C(C=C1)C(C1=CC(=C(C(=C1)OC)OC)OC)O)OC)=O)C(C)C (N-cyclohexyl-4-[hydroxy(3,4,5-trimethoxyphenyl)methyl]-3-methoxy-N-(1-methylethyl)benzamide). RXN SMILES: [CH3:1][O:2][C:3]1[CH:4]=[C:5](Br)[CH:6]=[C:7]([O:11][CH3:12])[C:8]=1[O:9][CH3:10].[Li]CCCC.[CH:19]([N:22]([CH:35]1[CH2:40][CH2:39][CH2:38][CH2:37][CH2:36]1)[C:23](=[O:34])[C:24]1[CH:29]=[CH:28][C:27]([CH:30]=[O:31])=[C:26]([O:32][CH3:33])[CH:25]=1)([CH3:21])[CH3:20].OS([O-])(=O)=O.[K+]>C(OCC)C.C1COCC1>[CH:35]1([N:22]([CH:19]([CH3:21])[CH3:20])[C:23](=[O:34])[C:24]2[CH:29]=[CH:28][C:27]([CH:30]([OH:31])[C:5]3[CH:4]=[C:3]([O:2][CH3:1])[C:8]([O:9][CH3:10])=[C:7]([O:11][CH3:12])[CH:6]=3)=[C:26]([O:32][CH3:33])[CH:25]=2)[CH2:36][CH2:37][CH2:38][CH2:39][CH2:40]1 |f:3.4|. Procedure details: To a stirred, cold (-15°) solution of 3,4,5-trimethoxybromobenzene (965 mg, 3.9 mmol) in ethyl ether (15 ml) is added n-BuLi (3 ml of 1.6 M solution in hexane). The reaction mixture is stirred at -8° C. for 10 min., diluted with THF (5 ml) and warmed to 0° C. After stirring for 5 min., the reaction is cooled to -30° C. and a solution of 4-formyl-3-methoxybenzoic acid N-isopropyl-N-cyclohexyl amide (1.18 g, 3.9 mmol) in THF (5 ml) is added. After stirring at -30° C. for 10 min. and warming to roo...